This data is from the Open Reaction Database (ORD), a public repository of structured organic reaction records. The task is: describe an organic reaction: reactants, conditions, products, and yield The reactants are FC1=C(C=CC(=C1)OC)B1OC(C(O1)(C)C)(C)C (2-(2-fluoro-4-methoxyphenyl)-4,4,5,5-tetramethyl-1,3,2-dioxaborolane), BrC1=C(C=C(C(=O)OC)C=C1)F (methyl 4-bromo-3-fluorobenzoate), C([O-])([O-])=O.[K+].[K+] (potassium carbonate), O1CCOCC1 (1,4-dioxane). Reagents/catalysts: ClCCl.[Pd](Cl)Cl.C1(=CC=CC=C1)P([C-]1C=CC=C1)C1=CC=CC=C1.[C-]1(C=CC=C1)P(C1=CC=CC=C1)C1=CC=CC=C1.[Fe+2] (1,1′-bis(diphenylphosphino) ferrocene-palladium dichloride dichloromethane). Solvent: CCOC(=O)C (EtOAc). The product is FC1=C(C=CC(=C1)C(=O)OC)C1=C(C=C(C=C1)OC)F (Methyl 2,2′-difluoro-4′-methoxybiphenyl-4-carboxylate). As a reaction SMILES: [F:1][C:2]1[CH:7]=[C:6]([O:8][CH3:9])[CH:5]=[CH:4][C:3]=1B1OC(C)(C)C(C)(C)O1.Br[C:20]1[CH:29]=[CH:28][C:23]([C:24]([O:26][CH3:27])=[O:25])=[CH:22][C:21]=1[F:30].C(=O)([O-])[O-].[K+].[K+].O1CCOCC1>ClCCl.[Pd](Cl)Cl.C1(P(C2C=CC=CC=2)[C-]2C=CC=C2)C=CC=CC=1.[C-]1(P(C2C=CC=CC=2)C2C=CC=CC=2)C=CC=C1.[Fe+2].CCOC(C)=O>[F:30][C:21]1[CH:22]=[C:23]([C:24]([O:26][CH3:27])=[O:25])[CH:28]=[CH:29][C:20]=1[C:3]1[CH:4]=[CH:5][C:6]([O:8][CH3:9])=[CH:7][C:2]=1[F:1] |f:2.3.4,6.7.8.9.10|. Reported procedure: 2-(2-fluoro-4-methoxyphenyl)-4,4,5,5-tetramethyl-1,3,2-dioxaborolane (600 mg, 2.38 mmol), methyl 4-bromo-3-fluorobenzoate (665 mg, 2.856 mmol), 1,1′-bis(diphenylphosphino) ferrocene-palladium dichloride dichloromethane adduct (292 mg, 0.358 mmol), potassium carbonate (2.38 ml, aq., 2M, 4.76 mmol) and 1,4-dioxane (10 ml) were sealed and subject to microwave irradiation at 145° C. for 15 min. Aliquot indicated formation of the desired cpd. TLC (20% EtOAc/hex) indicated a bright purple spot @ Rf=0....